Dataset: the Open Reaction Database (ORD), a public repository of structured organic reaction records. Task: describe an organic reaction: reactants, conditions, products, and yield Reactants: ClC1=C(C=CC=C1)C1=CC=C(C=C1)C(C)=O (4'-(2-chlorophenyl)acetophenone), [H][H] (hydrogen), C(C)(=O)C1=CC=CC=C1 (acetophenone), S(O)(O)(=O)=O (sulfuric acid). Run in C1=CC=CC=C1 (benzene). Run at time 7 hour. Product: C(C)C1=CC=C(C=C1)C1=CC=C(C=C1)Cl (1-ethyl-4-(4-chlorophenyl)benzene). RXN SMILES: [Cl:1][C:2]1[CH:7]=[CH:6][CH:5]=[CH:4][C:3]=1C1C=CC(C(=O)C)=CC=1.[C:17]([C:20]1[CH:25]=[CH:24][CH:23]=[CH:22][CH:21]=1)(=O)[CH3:18].S(=O)(=O)(O)O.[H][H]>C1C=CC=CC=1>[CH2:17]([C:20]1[CH:25]=[CH:24][C:23]([C:5]2[CH:6]=[CH:7][C:2]([Cl:1])=[CH:3][CH:4]=2)=[CH:22][CH:21]=1)[CH3:18]. Procedure: The procedure of Example 3 was repeated, except that the 4'-(2-chlorophenyl)acetophenone was replaced with an equal amount of 4'-chlorophenyl)acetophenone, the amount of benzene employed was increased to 200 ml., and the amount of sulfuric acid was reduced to 5 drops. After seven hours, hydrogen pressure had dropped to 35.5 psig. Evaporation of the benzene left a solid which, according to nuclear magnetic resonance analysis, contained only about 67 percent of the desired ethylbenzene. Consequent... Starting materials: [OH-].[Na+] (NaOH), ClC=1C(=NC=CN1)N1CCN(CC1)C (1-(3-Chloro-2-pyrazinyl)-4-methylpiperazine). Run in O.CS(=O)C (water DMSO). Run at time 2 hour. Yields the product CN1CCN(CC1)C=1C(NC=CN1)=O (3-(4-Methyl-1-piperazinyl)-2(1H)-pyrazinone). RXN SMILES: [OH-:1].[Na+].Cl[C:4]1[C:5]([N:10]2[CH2:15][CH2:14][N:13]([CH3:16])[CH2:12][CH2:11]2)=[N:6][CH:7]=[CH:8][N:9]=1>O.CS(C)=O>[CH3:16][N:13]1[CH2:14][CH2:15][N:10]([C:5]2[C:4](=[O:1])[NH:9][CH:8]=[CH:7][N:6]=2)[CH2:11][CH2:12]1 |f:0.1,3.4|. Procedure: To a solution of NaOH (5.4 g, 125 mmol) in a mixture of water/DMSO (1:1; 15 mL) at 80° C. was added 1-(3-chloro-2-pyrazinyl)-4-methylpiperazine (obtained in Step 1 above; 2.5 g, 12 mmol). After being stirred for 2 h, the dark red solution was cooled to room temperature, extracted with EtOAc overnight to give, after drying and solvent removal in vacuo, 0.96 g (43%) of the title compound as an off-white solid. HPLC purity: 88%. MS m/z 195 (M+H)+. HRMS m/z calcd for C9H14N4O (M)+ 194.1168, found 19... Reactants: FC1=C(C(=O)O)C=CC(=C1)C (2-fluoro-4-methylbenzoic acid), S(=O)(Cl)Cl (thionyl chloride), C1(=CC=CC=C1)C (toluene). Conditions: time 2.5 hour. Product: FC1=C(C(=O)OC)C=CC(=C1)C (Methyl 2-fluoro-4-methylbenzoate). Reaction SMILES: [F:1][C:2]1[CH:10]=[C:9]([CH3:11])[CH:8]=[CH:7][C:3]=1[C:4]([OH:6])=[O:5].S(Cl)(Cl)=O.[C:16]1(C)C=CC=CC=1>>[F:1][C:2]1[CH:10]=[C:9]([CH3:11])[CH:8]=[CH:7][C:3]=1[C:4]([O:6][CH3:16])=[O:5]. Procedure: To a solution of 2-fluoro-4-methylbenzoic acid from Example E1 (6.04 g, 39.18 mmol) in toluene (80 ml) was added thionyl chloride (65 ml, 89.11 mmol). The mixture was heated at reflux for 2.5 h, cooled and concentrated in vacuo. The residue was dissolved in dichloromethane (50 ml) and methanol (50 ml) was added. The mixture was stirred at room temperature for 2.5 h and then concentrated in vacuo. The residue was dissolved in dichloromethane (100 ml), washed with saturated sodium bicarbonate solu... Starting materials: COC1=C(C=CC=C1OC)CC(=O)O ((2,3-dimethoxyphenyl)acetic acid), C(C(=O)Cl)(=O)Cl (oxalyl chloride), NC1=CC(=NC(=C1C#N)OCC)N (4,6-diamino-2-ethoxy-nicotinonitrile), NC=1C(=NC=CC1)N (diaminopyridine). The solvent is C(Cl)Cl (CH2Cl2), N1=CC=CC=C1 (pyridine). Reaction conditions: time 20 minute. Product: NC1=CC(=NC(=C1C#N)OCC)NC(CC1=C(C(=CC=C1)OC)OC)=O (N-(4-amino-5-cyano-6-ethoxypyridin-2-yl)-2-(2,3-dimethoxyphenyl)acetamide). Yield: 35.1%. Reaction SMILES: [CH3:1][O:2][C:3]1[C:8]([O:9][CH3:10])=[CH:7][CH:6]=[CH:5][C:4]=1[CH2:11][C:12]([OH:14])=O.C(Cl)(=O)C(Cl)=O.[NH2:21][C:22]1[C:27]([C:28]#[N:29])=[C:26]([O:30][CH2:31][CH3:32])[N:25]=[C:24]([NH2:33])[CH:23]=1.NC1C(N)=NC=CC=1>C(Cl)Cl.N1C=CC=CC=1>[NH2:21][C:22]1[C:27]([C:28]#[N:29])=[C:26]([O:30][CH2:31][CH3:32])[N:25]=[C:24]([NH:33][C:12](=[O:14])[CH2:11][C:4]2[CH:5]=[CH:6][CH:7]=[C:8]([O:9][CH3:10])[C:3]=2[O:2][CH3:1])[CH:23]=1. Reported procedure: To 67 mg (0.34 mmol) of (2,3-dimethoxyphenyl)acetic acid in 1 mL of CH2Cl2 was added 32 μL (0.37 mmol) of oxalyl chloride. The solution was stirred at ambient temperature for 20 minutes then added to a solution of 60 mg (0.28 mmol) of 4,6-diamino-2-ethoxy-nicotinonitrile in 0.5 mL of pyridine. The mixture was complete within 5 minutes though some diaminopyridine remained. The solvent was removed under reduced pressure, then the residue was taken up in 10 mL of ethyl acetate and extracted with wa... Reactants: S(O)(O)(=O)=O (sulphuric acid), CC(=CC[C@H]1[C@@](O1)(C)C=C)C (transepoxyocimene), ( a ). Reaction conditions: time 1 hour. Product: CC(=CC(/C=C(\C)/C=C)O)C (trans-ocimenol). The yield is 70.0%. Reaction SMILES: S(=O)(=O)(O)[OH:2].[CH3:6][C:7]([CH3:16])=[CH:8][CH2:9][C@@H:10]1O[C@@:11]1([CH:14]=[CH2:15])[CH3:13]>>[CH3:6][C:7]([CH3:16])=[CH:8][CH:9]([OH:2])/[CH:10]=[C:11](/[CH:14]=[CH2:15])\[CH3:13]. Reported procedure: To 500 ml. of 50% aqueous sulphuric acid acid cooled between -5° and 0° were added dropwise 75 g. of transepoxyocimene prepared according to the description of paragraph (a) above. The mixture was vigorously stirred for one hour wile the temperature was allowed to slowly rise to 20-25°. It was extracted with methylene chloride, the extract was washed several times with water, with a saturated aqueous solution of sodium carbonate and finally with water. The extract was dried, concentrated and dis... Starting materials: CC(=O)O, CC(=O)O, NC(=O)c1cc(Oc2ccc(NC(=O)C3(C(=O)OCc4ccccc4)CC3)c(F)c2)ccn1, CN(C)C=O, CCOC(C)=O, Ic1ccccc1, [Na+], O, O=C([O-])O. The product is Nc1cc(Oc2ccc(NC(=O)C3(C(=O)OCc4ccccc4)CC3)c(F)c2)ccn1. RXN SMILES: [C:35]([OH:36])(=[O:37])[CH3:38].[C:39]([OH:40])(=[O:41])[CH3:42].[CH2:1]([c:2]1[cH:3][cH:4][cH:5][cH:6][cH:7]1)[O:8][C:9](=[O:10])[C:11]1([C:14]([NH:15][c:16]2[c:17]([F:32])[cH:18][c:19]([O:22][c:23]3[cH:24][c:25]([C:29](=[O:30])[NH2:31])[n:26][cH:27][cH:28]3)[cH:20][cH:21]2)=[O:33])[CH2:12][CH2:13]1.[CH3:55][N:56]([CH3:57])[CH:58]=[O:59].[CH3:60][CH2:61][O:62][C:63](=[O:64])[CH3:65].[I:43][c:44]1[cH:45][cH:46][cH:47][cH:48][cH:49]1.[Na+:50].[OH2:34].[OH:51][C:52](=[O:53])[O-:54]>>[CH2:1]([c:2]1[cH:3][cH:4][cH:5][cH:6][cH:7]1)[O:8][C:9](=[O:10])[C:11]1([C:14]([NH:15][c:16]2[c:17]([F:32])[cH:18][c:19]([O:22][c:23]3[cH:24][c:25]([NH2:56])[n:26][cH:27][cH:28]3)[cH:20][cH:21]2)=[O:33])[CH2:12][CH2:13]1. Starting materials: resultant mixture, C1=CC(=CC=C1N)O (p-aminophenol), [OH-].[Na+] (sodium hydroxide), CS(=O)C (dimethylsulfoxide), CC(C[Si](OC)(OC)C)CCl (2-methylchloropropyl methyldimethoxysilane). The solvent is C1(=CC=CC=C1)C (toluene). Reaction conditions: temperature 115 celsius. Yields the product NC=1C=C(OCO[Si](OC)(C)CC(C)C)C=CC1 (m-aminophenoxy-2-methylpropyl Methyldimethoxysilane). As a reaction SMILES: [CH:1]1[C:6]([NH2:7])=[CH:5][CH:4]=[C:3](O)[CH:2]=1.[OH-:9].[Na+].CS(C)=O.[CH3:15][CH:16]([CH2:24]Cl)[CH2:17][Si:18]([CH3:23])([O:21][CH3:22])[O:19][CH3:20]>C1(C)C=CC=CC=1>[NH2:7][C:6]1[CH:1]=[C:2]([CH:3]=[CH:4][CH:5]=1)[O:9][CH2:20][O:19][Si:18]([CH2:17][CH:16]([CH3:24])[CH3:15])([CH3:23])[O:21][CH3:22] |f:1.2|. Procedure: Using the general procedure described in Example 1 a reactor is charged with 60 g (0.55 mole) of p-aminophenol, 43.28 g of a 50% by weight aqueous solution of sodium hydroxide (0.54 mole NaOH), 112 cc dimethylsulfoxide and 120 cc toluene. The resultant mixture is heated to the boiling point for six hours under a nitrogen atmosphere to remove all of the water present by azeotropic distillation. The reaction mixture is then allowed to cool to about 75° C., at which time 117 g (0.56 mole) of 2-meth... Reactants: [N+](=O)([O-])C1=CC=C(C=C1)P(=O)(Cl)Cl (4-Nitrophenylphosphonic dichloride), C(=C)[Mg]Br (vinylmagnesium bromide), O1CCCC1 (tetrahydrofuran). Conditions: temperature -78 celsius, time 1 hour. Product: C(=C)P(=O)(C1=CC=C(C=C1)[N+](=O)[O-])C=C (4-(Divinyl-phosphinoyl)nitro benzene), oil. The yield is 85.0%. RXN SMILES: [N+:1]([C:4]1[CH:9]=[CH:8][C:7]([P:10](Cl)(Cl)=[O:11])=[CH:6][CH:5]=1)([O-:3])=[O:2].[CH:14]([Mg]Br)=[CH2:15].O1CC[CH2:20][CH2:19]1>>[CH:19]([P:10]([CH:14]=[CH2:15])([C:7]1[CH:8]=[CH:9][C:4]([N+:1]([O-:3])=[O:2])=[CH:5][CH:6]=1)=[O:11])=[CH2:20]. Reported procedure: To a solution of 4-Nitrophenylphosphonic dichloride (2.14 g, 8.91 mmol) in tetrahydrofuran at −78° C. was added vinylmagnesium bromide (2.34 g, 17.8 mmol). The solution was stirred at −78° C. for one hour then quenched by the addition of ammonium chloride solution. The mixture was extracted with dichloromethane. The combined organic layers were dried and concentrated. 4-(Divinyl-phosphinoyl)nitro benzene was isolated as a brown-yellow oil (1.69 g, 85%). MS=224 (MH)+.